This data is from the Open Reaction Database (ORD), a public repository of structured organic reaction records. The task is: describe an organic reaction: reactants, conditions, products, and yield Reactants: C(C)(C)(C)C=1C=C(C(=O)O)C=C(C1)O (3-tert-Butyl-5-hydroxybenzoic acid), CO (methanol), S(=O)(Cl)Cl (thionyl chloride). Product: C(C)(C)(C)C=1C=C(C(=O)OC)C=C(C1)O (Methyl 3-tert-butyl-5-hydroxybenzoate). As a reaction SMILES: [C:1]([C:5]1[CH:6]=[C:7]([CH:11]=[C:12]([OH:14])[CH:13]=1)[C:8]([OH:10])=[O:9])([CH3:4])([CH3:3])[CH3:2].S(Cl)(Cl)=O.[CH3:19]O>>[C:1]([C:5]1[CH:6]=[C:7]([CH:11]=[C:12]([OH:14])[CH:13]=1)[C:8]([O:10][CH3:19])=[O:9])([CH3:4])([CH3:2])[CH3:3]. Procedure details: 3-tert-Butyl-5-hydroxybenzoic acid (O7.043; 1.93 g) was dissolved in methanol (20 ml), and thionyl chloride (0.937 ml) was slowly added dropwise while stirring. After stirring at 65° C. for 1 h, the mixture was dried, the residue was taken up in DCM, and the solution was washed with saturated sodium hydrogencarbonate solution, dried over MgSO4, filtered and concentrated by rotary evaporation. 2.19 g of the title compound were obtained. Reactants: C1CCNCC1, C#CCCCO, Cl, [Cu]I, O=S(=O)(Oc1ccc2c(-c3ccc(C(F)(F)F)cc3)nsc2c1)C(F)(F)F, O. Product: OCCCC#Cc1ccc2c(-c3ccc(C(F)(F)F)cc3)nsc2c1. Reaction SMILES: [CH2:28]1[CH2:29][CH2:30][NH:31][CH2:32][CH2:33]1.[CH2:34]([CH2:35][CH2:36][C:37]#[CH:38])[OH:39].[ClH:40].[Cu:41][I:42].[F:1][C:2]([c:3]1[cH:4][cH:5][c:6](-[c:9]2[n:10][s:11][c:12]3[c:13]2[cH:14][cH:15][c:16]([O:18][S:19]([C:20]([F:21])([F:22])[F:23])(=[O:24])=[O:25])[cH:17]3)[cH:7][cH:8]1)([F:26])[F:27].[OH2:43]>>[F:1][C:2]([c:3]1[cH:4][cH:5][c:6](-[c:9]2[n:10][s:11][c:12]3[c:13]2[cH:14][cH:15][c:16]([C:38]#[C:37][CH2:36][CH2:35][CH2:34][OH:39])[cH:17]3)[cH:7][cH:8]1)([F:26])[F:27]. The reactants are CC(C)CC(CO)Nc1nc(SC(C)c2ccncc2F)nc2nc(Cl)sc12, O. Yields the product CC(C)CC(CO)Nc1nc(SC(C)c2ccncc2F)nc2[nH]c(=O)sc12. Reaction SMILES: [Cl:1][c:2]1[s:3][c:4]2[c:5]([n:6][c:7]([S:18][CH:19]([CH3:20])[c:21]3[c:22]([F:27])[cH:23][n:24][cH:25][cH:26]3)[n:8][c:9]2[NH:10][CH:11]([CH2:12][OH:13])[CH2:14][CH:15]([CH3:16])[CH3:17])[n:28]1.[OH2:29]>>[c:2]1(=[O:29])[s:3][c:4]2[c:5]([n:6][c:7]([S:18][CH:19]([CH3:20])[c:21]3[c:22]([F:27])[cH:23][n:24][cH:25][cH:26]3)[n:8][c:9]2[NH:10][CH:11]([CH2:12][OH:13])[CH2:14][CH:15]([CH3:16])[CH3:17])[nH:28]1.